From a dataset of the Open Reaction Database (ORD), a public repository of structured organic reaction records. describe an organic reaction: reactants, conditions, products, and yield Reactants: COc2ccc1ccccc1c2 (substrate), Cc1cccc([Zn](C)(C)(C)([Li])[Li])c1 (effective_coupling_partner). The reagents and catalysts are PCy3. Conditions: temperature 25 celsius, time 9 hour. Yields the product Cc3cccc(c2ccc1ccccc1c2)c3. Starting materials: [H-].C(C)(C)(C)O[Al](OC(C)(C)C)OC(C)(C)C.[Li+] (lithium tri-(tert.-butoxy)-aluminum hydride), F[C@@H]1[C@@H]2[C@]3(CCC(C=C3CC[C@H]2[C@@H]2CCC([C@@]2(C)C1)=O)=O)C (11β-fluoro-4-androstene-3,17-dione), ice water. Solvent: O1CCCC1 (tetrahydrofuran), O1CCCC1 (tetrahydrofuran). Conditions: time 45 minute. Yields the product F[C@@H]1[C@@H]2[C@]3(CCC(C=C3CC[C@H]2[C@@H]2CC[C@@H]([C@@]2(C)C1)O)=O)C (11β-fluoro-17β-hydroxy-4-androsten-3-one). RXN SMILES: [H-].C(O[Al](OC(C)(C)C)OC(C)(C)C)(C)(C)C.[Li+].[F:19][C@H:20]1[CH2:37][C@@:35]2([CH3:36])[C@@H:31]([CH2:32][CH2:33][C:34]2=[O:38])[C@H:30]2[C@H:21]1[C@:22]1([CH3:40])[C:27]([CH2:28][CH2:29]2)=[CH:26][C:25](=[O:39])[CH2:24][CH2:23]1>O1CCCC1>[F:19][C@H:20]1[CH2:37][C@@:35]2([CH3:36])[C@@H:31]([CH2:32][CH2:33][C@@H:34]2[OH:38])[C@H:30]2[C@H:21]1[C@:22]1([CH3:40])[C:27]([CH2:28][CH2:29]2)=[CH:26][C:25](=[O:39])[CH2:24][CH2:23]1 |f:0.1.2|. Reported procedure: A solution of 3.0 g. of lithium tri-(tert.-butoxy)-aluminum hydride in 15 ml. of tetrahydrofuran is introduced into 2.0 g. of 11β-fluoro-4-androstene-3,17-dione in 5 ml. of tetrahydrofuran. After 45 minutes, the solution is poured into sulfuric ice water and extracted with methylene chloride. The crude product (1.5 g.) representing a mixture of 11β-fluoro-17β-hydroxy-4-androsten-3-one and 11β-fluoro-4-androstene-3β,17β-diol is stirred for 4 hours at room temperature with 1.8 g. of 2,3-dichloro-4... Starting materials: CCOC(=O)CCc1cn(Cc2ccc(O)c(OC)c2)nc1OCC, CN(C)C=O, Cc1oc(-c2cccs2)nc1CCl, [H-], [Na+], O. Yields the product CCOC(=O)CCc1cn(Cc2ccc(OCc3nc(-c4cccs4)oc3C)c(OC)c2)nc1OCC. RXN SMILES: [CH2:1]([CH3:2])[O:3][c:4]1[n:5][n:6]([CH2:16][c:17]2[cH:18][c:19]([O:24][CH3:25])[c:20]([OH:23])[cH:21][cH:22]2)[cH:7][c:8]1[CH2:9][CH2:10][C:11](=[O:12])[O:13][CH2:14][CH3:15].[CH3:42][N:43]([CH3:44])[CH:45]=[O:46].[Cl:28][CH2:29][c:30]1[n:31][c:32](-[c:36]2[s:37][cH:38][cH:39][cH:40]2)[o:33][c:34]1[CH3:35].[H-:26].[Na+:27].[OH2:41]>>[CH2:1]([CH3:2])[O:3][c:4]1[n:5][n:6]([CH2:16][c:17]2[cH:18][c:19]([O:24][CH3:25])[c:20]([O:23][CH2:29][c:30]3[n:31][c:32](-[c:36]4[s:37][cH:38][cH:39][cH:40]4)[o:33][c:34]3[CH3:35])[cH:21][cH:22]2)[cH:7][c:8]1[CH2:9][CH2:10][C:11](=[O:12])[O:13][CH2:14][CH3:15].